This data is from the Open Reaction Database (ORD), a public repository of structured organic reaction records. The task is: describe an organic reaction: reactants, conditions, products, and yield The reactants are C(C1=CC=CC=C1)OCCN1C=C(C=2C1=NC(=CC2)C(=O)OCC)C2CCCCC2 (ethyl 1-(2-benzyloxyethyl)-3-cyclohexyl-1H-pyrrolo[2,3-b]pyridine-6-carboxylate), BrN1C(CCC1=O)=O (N-bromosuccinimide). Run in C(Cl)(Cl)(Cl)Cl (carbon tetrachloride). Product: C(C1=CC=CC=C1)OCCN1C(=C(C=2C1=NC(=CC2)C(=O)OCC)C2CCCCC2)Br (ethyl 1-(2-benzyloxyethyl)-2-bromo-3-cyclohexyl-1H-pyrrolo[2,3-b]pyridine-6-carboxylate). Yield: 55.9%. As a reaction SMILES: [CH2:1]([O:8][CH2:9][CH2:10][N:11]1[C:15]2=[N:16][C:17]([C:20]([O:22][CH2:23][CH3:24])=[O:21])=[CH:18][CH:19]=[C:14]2[C:13]([CH:25]2[CH2:30][CH2:29][CH2:28][CH2:27][CH2:26]2)=[CH:12]1)[C:2]1[CH:7]=[CH:6][CH:5]=[CH:4][CH:3]=1.[Br:31]N1C(=O)CCC1=O>C(Cl)(Cl)(Cl)Cl>[CH2:1]([O:8][CH2:9][CH2:10][N:11]1[C:15]2=[N:16][C:17]([C:20]([O:22][CH2:23][CH3:24])=[O:21])=[CH:18][CH:19]=[C:14]2[C:13]([CH:25]2[CH2:26][CH2:27][CH2:28][CH2:29][CH2:30]2)=[C:12]1[Br:31])[C:2]1[CH:3]=[CH:4][CH:5]=[CH:6][CH:7]=1. Procedure: To a solution of ethyl 1-(2-benzyloxyethyl)-3-cyclohexyl-1H-pyrrolo[2,3-b]pyridine-6-carboxylate (888 mg, 2.18 mmol) in carbon tetrachloride (20 ml) was added N-bromosuccinimide (505 mg, 2.84 mmol), and the mixture was heated under reflux for 12 hr. The mixture was allowed to cool to room temperature, and the solvent was evaporated under reduced pressure. The residue was purified by silica gel chromatography (hexane:ethyl acetate=6:1) to give ethyl 1-(2-benzyloxyethyl)-2-bromo-3-cyclohexyl-1H-py... Reactants: C(CC(=O)OCC=C)(=O)OCC=C (diallyl malonate), [H-].[Na+] (sodium hydride), BrCCN1C(C=2C(C1=O)=CC=CC2)=O (N-(2-bromoethyl)phthalimide). Solvent: C1CCOC1 (THF). Reaction conditions: time 30 minute. Yields the product C1(C=2C(C(N1CCC(C(=O)OCC=C)C(=O)OCC=C)=O)=CC=CC2)=O (diallyl (2-phthalimidoethyl)malonate). The yield is 67.8%. As a reaction SMILES: [H-].[Na+].[C:3]([O:12][CH2:13][CH:14]=[CH2:15])(=[O:11])[CH2:4][C:5]([O:7][CH2:8][CH:9]=[CH2:10])=[O:6].Br[CH2:17][CH2:18][N:19]1[C:23](=[O:24])[C:22]2=[CH:25][CH:26]=[CH:27][CH:28]=[C:21]2[C:20]1=[O:29]>C1COCC1>[C:20]1(=[O:29])[N:19]([CH2:18][CH2:17][CH:4]([C:5]([O:7][CH2:8][CH:9]=[CH2:10])=[O:6])[C:3]([O:12][CH2:13][CH:14]=[CH2:15])=[O:11])[C:23](=[O:24])[C:22]2=[CH:25][CH:26]=[CH:27][CH:28]=[C:21]12 |f:0.1|. Reported procedure: A solution of sodium hydride (4.35 g, 0.18 mol) in freshly distilled THF (100 mL) was cooled to 0° C. and treated with diallyl malonate (35 g, 0.19 mol) over 40 min via a dropping funnel. After stirring at room temperature for 30 min, N-(2-bromoethyl)phthalimide (43.9 g, 0.17 mol) was added to the solution in one portion and the mixture was heated to reflux. After 48 h the solution was cooled to 0° C., quenched with 2N HCl and concentrated to about 20% of its original volume. The concentrate was... The reactants are C1(=CC=CC=C1)CSC1=C(C(=O)NN)C=CC=C1 (2-[(phenylmethyl)thio]benzoic acid, hydrazide), ClC(=O)OC(Cl)(Cl)Cl (trichloromethyl chloroformate), ice water. Run in O1CCOCC1 (p-dioxane). Conditions: time 0.5 hour. Yields the product C1(=CC=CC=C1)CSC1=C(C=CC=C1)C1=NNC(O1)=O (5-{2-[(Phenylmethyl)thio]phenyl}-1,3,4-oxadiazol-2(3H)-one). Isolated yield 79.8%. RXN SMILES: Cl[C:2](OC(Cl)(Cl)Cl)=[O:3].[C:9]1([CH2:15][S:16][C:17]2[CH:26]=[CH:25][CH:24]=[CH:23][C:18]=2[C:19]([NH:21][NH2:22])=[O:20])[CH:14]=[CH:13][CH:12]=[CH:11][CH:10]=1>O1CCOCC1>[C:9]1([CH2:15][S:16][C:17]2[CH:26]=[CH:25][CH:24]=[CH:23][C:18]=2[C:19]2[O:20][C:2](=[O:3])[NH:22][N:21]=2)[CH:10]=[CH:11][CH:12]=[CH:13][CH:14]=1. Procedure details: To a solution containing 12.2 g of trichloromethyl chloroformate in 130 ml of p-dioxane was added portionwise 16 g of 2-[(phenylmethyl)thio]benzoic acid, hydrazide [prepared by the procedure of South African Patent Application No. 838,416 (1983)] to cause a slight exotherm to 37° C. After stirring at ambient temperature for 0.5 hr., the suspension was refluxed for 6 hours, then cooled to 25° C. and poured onto excess ice/water to yield a precipitate. The mixture was filtered, washed with water a... Reactants: O=Cc1ccc(O)c(OCc2ccccc2)c1, O=S(=O)(OS(=O)(=O)C(F)(F)F)C(F)(F)F, c1ccncc1. Yields the product O=Cc1ccc(S(=O)(=O)C(F)(F)F)c(OCc2ccccc2)c1. RXN SMILES: [CH2:16]([c:17]1[cH:18][cH:19][cH:20][cH:21][cH:22]1)[O:23][c:24]1[cH:25][c:26]([CH:27]=[O:28])[cH:29][cH:30][c:31]1[OH:32].[F:1][C:2]([F:3])([F:4])[S:5](=[O:6])([O:8][S:7]([C:9]([F:10])([F:11])[F:12])(=[O:13])=[O:14])=[O:15].[cH:33]1[cH:34][cH:35][n:36][cH:37][cH:38]1>>[F:1][C:2]([F:3])([F:4])[S:5](=[O:6])(=[O:8])[c:31]1[c:24]([O:23][CH2:16][c:17]2[cH:18][cH:19][cH:20][cH:21][cH:22]2)[cH:25][c:26]([CH:27]=[O:28])[cH:29][cH:30]1. Reactants: CC1CN(Cc2ccc(N(C)C(=O)c3ccc(Br)cn3)cc2)CCN1C(=O)OC(C)(C)C, O=C([O-])[O-], CC(C)(C)C(=O)CC(=O)C(C)(C)C, CN1CCCC1=O, Cl[Cu], [Cs+], [Cs+], Oc1ccc(F)cc1. The product is CC1CN(Cc2ccc(N(C)C(=O)c3ccc(Oc4ccc(F)cc4)cn3)cc2)CCN1C(=O)OC(C)(C)C. As a reaction SMILES: [Br:1][c:2]1[cH:3][cH:4][c:5]([C:8](=[O:9])[N:10]([c:11]2[cH:12][cH:13][c:14]([CH2:17][N:18]3[CH2:19][CH:20]([CH3:31])[N:21]([C:24](=[O:25])[O:26][C:27]([CH3:28])([CH3:29])[CH3:30])[CH2:22][CH2:23]3)[cH:15][cH:16]2)[CH3:32])[n:6][cH:7]1.[C:41](=[O:42])([O-:43])[O-:44].[CH3:47][C:48]([CH3:49])([C:50](=[O:51])[CH2:52][C:53](=[O:54])[C:55]([CH3:56])([CH3:57])[CH3:58])[CH3:59].[CH3:60][N:61]1[CH2:62][CH2:63][CH2:64][C:65]1=[O:66].[Cl:67][Cu:68].[Cs+:45].[Cs+:46].[F:33][c:34]1[cH:35][cH:36][c:37]([OH:40])[cH:38][cH:39]1>>[c:2]1([O:40][c:37]2[cH:36][cH:35][c:34]([F:33])[cH:39][cH:38]2)[cH:3][cH:4][c:5]([C:8](=[O:9])[N:10]([c:11]2[cH:12][cH:13][c:14]([CH2:17][N:18]3[CH2:19][CH:20]([CH3:31])[N:21]([C:24](=[O:25])[O:26][C:27]([CH3:28])([CH3:29])[CH3:30])[CH2:22][CH2:23]3)[cH:15][cH:16]2)[CH3:32])[n:6][cH:7]1. Reactants: C(=O)([O-])[O-].[K+].[K+] (K2CO3), BrC(C(=O)OCC)(C)C (ethyl 2-bromoisobutyrate), OC1=CC=C(C=O)C=C1 (4Hydroxybenzaldehyde). Solvent: C(C)O (ethanol). Yields the product C(=O)C1=CC=C(OC(C(=O)OCC)(C)C)C=C1 (Ethyl 2(4-formylphenoxy)-2-methylpropanoate). Isolated yield 39.8%. As a reaction SMILES: [OH:1][C:2]1[CH:9]=[CH:8][C:5]([CH:6]=[O:7])=[CH:4][CH:3]=1.C([O-])([O-])=O.[K+].[K+].Br[C:17]([CH3:24])([CH3:23])[C:18]([O:20][CH2:21][CH3:22])=[O:19]>C(O)C>[CH:6]([C:5]1[CH:8]=[CH:9][C:2]([O:1][C:17]([CH3:24])([CH3:23])[C:18]([O:20][CH2:21][CH3:22])=[O:19])=[CH:3][CH:4]=1)=[O:7] |f:1.2.3|. Reported procedure: 4Hydroxybenzaldehyde (24.4 g, Aldrich) was dissolved in absolute ethanol (470 ml) and anhy. K2CO3 (27.6 g) and ethyl 2-bromoisobutyrate (39.0 g, Aldrich) added. The resulting mixture was refluxed overnight, allowed to cool and the solvent removed in vacuo. The residue was suspended in water (300 ml) and extracted with CH2Cl2. The combined organic layers were washed with 1.0N aqu. NaOH and water, then dried over MgSO4. Removal of the solvent in vacuo and vacuum distillation of the residue gave th...